Dataset: the Open Reaction Database (ORD), a public repository of structured organic reaction records. Task: describe an organic reaction: reactants, conditions, products, and yield Reactants: ClCCl, N#CCc1ccccc1Cl, O=[N+]([O-])O, O=S(=O)(O)O. The product is N#CCc1cc([N+](=O)[O-])ccc1Cl. Reaction SMILES: [Cl:15][CH2:16][Cl:17].[Cl:1][c:2]1[c:3]([CH2:8][C:9]#[N:10])[cH:4][cH:5][cH:6][cH:7]1.[OH:11][N+:12]([O-:13])=[O:14].[S:18](=[O:19])(=[O:20])([OH:21])[OH:22]>>[Cl:1][c:2]1[c:3]([CH2:8][C:9]#[N:10])[cH:4][c:5]([N+:12](=[O:11])[O-:13])[cH:6][cH:7]1. The reactants are B(Br)(Br)Br (boron tribromide), BrC1=CC=C(CN2C(=NC3=C2C=CC(=C3)OC)CC(C(=O)OCC)(C)C)C=C1 (ethyl 3-(1-(4-bromobenzyl)-5-methoxy-1H-benzo[d]imidazol-2-yl)-2,2-dimethylpropanoate). Run in C(Cl)Cl (DCM). Reaction conditions: temperature 5 celsius. Yields the product BrC1=CC=C(CN2C(=NC3=C2C=CC(=C3)O)CC(C(=O)OCC)(C)C)C=C1 (Ethyl 3-(1-(4-bromobenzyl)-5-hydroxy-1H-benzo[d]imidazol-2-yl)-2,2-dimethylpropanoate). The yield is 77.3%. RXN SMILES: B(Br)(Br)Br.[Br:5][C:6]1[CH:32]=[CH:31][C:9]([CH2:10][N:11]2[C:15]3[CH:16]=[CH:17][C:18]([O:20]C)=[CH:19][C:14]=3[N:13]=[C:12]2[CH2:22][C:23]([CH3:30])([CH3:29])[C:24]([O:26][CH2:27][CH3:28])=[O:25])=[CH:8][CH:7]=1>C(Cl)Cl>[Br:5][C:6]1[CH:7]=[CH:8][C:9]([CH2:10][N:11]2[C:15]3[CH:16]=[CH:17][C:18]([OH:20])=[CH:19][C:14]=3[N:13]=[C:12]2[CH2:22][C:23]([CH3:29])([CH3:30])[C:24]([O:26][CH2:27][CH3:28])=[O:25])=[CH:31][CH:32]=1. Procedure details: A solution of boron tribromide (2.2 mL, 1 M in DCM) was added drop-wise to a 100 mL round bottomed flask containing ethyl 3-(1-(4-bromobenzyl)-5-methoxy-1H-benzo[d]imidazol-2-yl)-2,2-dimethylpropanoate (493 mg, 1.11 mmol) and DCM (20 mL) at −78° C. The resulting solution was allowed to warm to 5° C. over 3 h and partitioned with sat. NaHCO3 (50 mL). The aqueous layer was extracted with DCM (25 mL×3). The combined organic layers were dried with sodium sulfate, filtered, and concentrated to drynes... Starting materials: FC(SCl)(F)F (trifluoromethanesulfenyl chloride), C(C(C)C)=O (isobutyraldehyde), C(C)O (ethanol), FC(SCl)(F)F (Trifluoromethanesulfenyl chloride). Solvent: ClCCl (dichloromethane). Conditions: temperature -78 celsius. Yields the product FC(SC(C=O)(C)C)(F)F (2-Trifluoromethylthio-2-methylpropionaldehyde). RXN SMILES: [CH:1](=[O:5])[CH:2]([CH3:4])[CH3:3].C(O)C.[F:9][C:10]([F:14])([F:13])[S:11]Cl>ClCCl>[F:9][C:10]([F:14])([F:13])[S:11][C:2]([CH3:4])([CH3:3])[CH:1]=[O:5]. Procedure details: A mixture of isobutyraldehyde (0.25 mole), ethanol (0.4 g) and dichloromethane (75 ml) was placed in a three-necked flask fitted with a gas inlet tube, a Dry Ice condenser and a gas outlet tube connected to a gas trap cooled to -78°C. Trifluoromethanesulfenyl chloride (0.22 mole) was added to the cold solution which was maintained under a nitrogen atmosphere. (Caution: It should be noted that trifluoromethanesulfenyl chloride is a highly hazardous material which must be handled with care to avoi... Starting materials: C=Cc1cc(C)cc(NC(C)=O)n1, CO, ClCCl, O=[O+][O-], c1ccc(P(c2ccccc2)c2ccccc2)cc1. Product: CC(=O)Nc1cc(C)cc(C=O)n1. Reaction SMILES: [CH3:1][c:2]1[cH:3][c:4]([NH:10][C:11]([CH3:12])=[O:13])[n:5][c:6]([CH:8]=[CH2:9])[cH:7]1.[CH3:36][OH:37].[Cl:38][CH2:39][Cl:40].[O-:14][O+:15]=[O:16].[c:17]1([P:18]([c:19]2[cH:20][cH:21][cH:22][cH:23][cH:24]2)[c:25]2[cH:26][cH:27][cH:28][cH:29][cH:30]2)[cH:31][cH:32][cH:33][cH:34][cH:35]1>>[CH3:1][c:2]1[cH:3][c:4]([NH:10][C:11]([CH3:12])=[O:13])[n:5][c:6]([CH:8]=[O:14])[cH:7]1. Starting materials: [Li+].C[Si](C)(C)[N-][Si](C)(C)C (LiHMDS), CC=1N=COC1C1=NC=C(C=C1)C(F)(F)F (4-methyl-5-(5-(trifluoromethyl)pyridin-2-yl)oxazole), ClC(C(Cl)(Cl)Cl)(Cl)Cl (hexachloroethane). The solvent is C1CCOC1 (THF). Reaction conditions: time 0.5 hour. The product is ClC=1OC(=C(N1)C)C1=NC=C(C=C1)C(F)(F)F (2-chloro-4-methyl-5-(5-(trifluoromethyl)pyridin-2-yl)oxazole). As a reaction SMILES: [CH3:1][C:2]1[N:3]=[CH:4][O:5][C:6]=1[C:7]1[CH:12]=[CH:11][C:10]([C:13]([F:16])([F:15])[F:14])=[CH:9][N:8]=1.[Li+].C[Si]([N-][Si](C)(C)C)(C)C.[Cl:27]C(Cl)(Cl)C(Cl)(Cl)Cl>C1COCC1>[Cl:27][C:4]1[O:5][C:6]([C:7]2[CH:12]=[CH:11][C:10]([C:13]([F:16])([F:14])[F:15])=[CH:9][N:8]=2)=[C:2]([CH3:1])[N:3]=1 |f:1.2|. Procedure details: A solution of Example 34D (3.37 g, 14.8 mmol) in THF (50 mL) was cooled to −78° C., followed by addition of LiHMDS (1M in THF, 16.3 ml, 16.3 mmol). After 0.5 hr at −78° C., hexachloroethane (3.50 g, 14.8 mmol) was added in one portion. The reaction was allowed to stir overnight with gradual warming to room temperature. The reaction was quenched with water and extracted with EtOAc. The combined organic extract was washed with water and brine, and then filtered through celite filter aid. The filtr... Starting materials: CC(=O)OC(C)=O, COC(=O)c1cc(CO)cc(-n2cccc2)c1, c1ccncc1. Product: COC(=O)c1cc(COC(C)=O)cc(-n2cccc2)c1. As a reaction SMILES: [CH3:18][C:19](=[O:20])[O:21][C:22](=[O:23])[CH3:24].[OH:1][CH2:2][c:3]1[cH:4][c:5]([C:6](=[O:7])[O:8][CH3:9])[cH:10][c:11](-[n:13]2[cH:14][cH:15][cH:16][cH:17]2)[cH:12]1.[cH:25]1[cH:26][cH:27][n:28][cH:29][cH:30]1>>[O:1]([CH2:2][c:3]1[cH:4][c:5]([C:6](=[O:7])[O:8][CH3:9])[cH:10][c:11](-[n:13]2[cH:14][cH:15][cH:16][cH:17]2)[cH:12]1)[C:19]([CH3:18])=[O:20]. Reactants: C(C)OC(=O)C=1C=C2C(=C(NC2=CC1)C1=CC(=CC(=C1)Cl)Cl)CCN(CCCCC=1C=NC=CC1)C(=O)OC(C)(C)C (3-{2-[tert-butoxycarbonyl-(4-pyridin-3-yl-butyl)amino]ethyl}-2-(3,5-dichlorophenyl)-1H-indole-5-carboxylic acid ethyl ester), [OH-].[Na+] (sodium hydroxide). Conditions: temperature 75 celsius. Yields the product C(C)(C)(C)OC(=O)N(CCC1=C(NC2=CC=C(C=C12)C(=O)O)C1=CC(=CC(=C1)Cl)Cl)CCCCC=1C=NC=CC1 (3-{2-[tert-butoxycarbonyl-(4-pyridin-3-yl-butyl)amino]ethyl}-2-(3,5-dichlorophenyl)-1H-indole-5-carboxylic acid). Isolated yield 101.6%. As a reaction SMILES: C([O:3][C:4]([C:6]1[CH:7]=[C:8]2[C:12](=[CH:13][CH:14]=1)[NH:11][C:10]([C:15]1[CH:20]=[C:19]([Cl:21])[CH:18]=[C:17]([Cl:22])[CH:16]=1)=[C:9]2[CH2:23][CH2:24][N:25]([C:36]([O:38][C:39]([CH3:42])([CH3:41])[CH3:40])=[O:37])[CH2:26][CH2:27][CH2:28][CH2:29][C:30]1[CH:31]=[N:32][CH:33]=[CH:34][CH:35]=1)=[O:5])C.[OH-].[Na+]>>[C:39]([O:38][C:36]([N:25]([CH2:26][CH2:27][CH2:28][CH2:29][C:30]1[CH:31]=[N:32][CH:33]=[CH:34][CH:35]=1)[CH2:24][CH2:23][C:9]1[C:8]2[C:12](=[CH:13][CH:14]=[C:6]([C:4]([OH:5])=[O:3])[CH:7]=2)[NH:11][C:10]=1[C:15]1[CH:20]=[C:19]([Cl:21])[CH:18]=[C:17]([Cl:22])[CH:16]=1)=[O:37])([CH3:42])([CH3:40])[CH3:41] |f:1.2|. Procedure: To a suspension of 3-{2-[tert-butoxycarbonyl-(4-pyridin-3-yl-butyl)amino]ethyl}-2-(3,5-dichlorophenyl)-1H-indole-5-carboxylic acid ethyl ester (65 mg in 4 mL methanol) at 0° C. was added 1.4 mL of a 1.25N sodium hydroxide solution and the mixture heated to 75° C. on an oil bath. After 2.5 hours the mixture was cooled to room temperature and the reaction quenched by the addition of saturated aqueous ammonium chloride. The mixture was extracted with the ethyl acetate, washed with saturated ammoniu...